This data is from the Open Reaction Database (ORD), a public repository of structured organic reaction records. The task is: describe an organic reaction: reactants, conditions, products, and yield Product: CC1(CCC(C2CN(CC12)C(CC1=C(C=CC=C1)N(C)C)=O)(O)C1=C(C=CC=C1)OC)C ((3aRS,4RS,7aRS)-7,7-dimethyl-4-(2-methoxyphenyl)-2-[(2-dimethylaminophenyl)acetyl]-4-perhydroisoindolol). Reaction SMILES: [CH3:1][C:2]1([CH3:20])[CH:10]2[CH:6]([CH2:7][NH:8][CH2:9]2)[C:5]([C:12]2[CH:17]=[CH:16][CH:15]=[CH:14][C:13]=2[O:18][CH3:19])([OH:11])[CH2:4][CH2:3]1.[CH3:21][N:22]([CH3:33])[C:23]1[CH:28]=[CH:27][CH:26]=[CH:25][C:24]=1[CH2:29][C:30](O)=[O:31]>>[CH3:1][C:2]1([CH3:20])[CH:10]2[CH:6]([CH2:7][N:8]([C:30](=[O:31])[CH2:29][C:24]3[CH:25]=[CH:26][CH:27]=[CH:28][C:23]=3[N:22]([CH3:33])[CH3:21])[CH2:9]2)[C:5]([C:12]2[CH:17]=[CH:16][CH:15]=[CH:14][C:13]=2[O:18][CH3:19])([OH:11])[CH2:4][CH2:3]1. Starting materials: CC1(CCC(C2CNCC12)(O)C1=C(C=CC=C1)OC)C (7,7-dimethyl-4-(2-methoxyphenyl)-4-perhydroisoindolol), CN(C1=C(C=CC=C1)CC(=O)O)C (2-dimethylaminophenylacetic acid). Procedure details: By working according to the experimental procedure of Example 6, from 0.6 g of (3aRS, 4RS, 7aRS)-7,7-dimethyl-4-(2-methoxyphenyl)-4-perhydroisoindolol and 0.41 g of 2-dimethylaminophenylacetic acid, and after purification on a column of silca gel (particle size 0.04-0.06 m, diameter 2.8 cm, height 17 cm), 0.4 g of (3aRS,4RS,7aRS)-7,7-dimethyl-4-(2-methoxyphenyl)-2-[(2-dimethylaminophenyl)acetyl]-4-perhydroisoindolol is obtained, in the form of a white foam. Reactants: O=C(CNC(C1=CC(=CC=C1)C(F)(F)F)=O)N[C@H]1CN(CC1)C1CCOCC1 (N-(2-oxo-2-{[(3R)-1-(tetrahydro-2H-pyran-4-yl)pyrrolidin-3-yl]amino}ethyl)-3-(trifluoromethyl)benzamide), C(C1=CC=CC=C1)(=O)N (benzamide), O=C(CNC(C1=CC(=CC=C1)C(F)(F)F)=O)N[C@H]1CNCC1 ((R)—N-(2-oxo-2-(pyrrolidin-3-ylamino)ethyl)-3-(trifluoromethyl)benzamide). Product: O=C(CNC(C1=CC(=CC=C1)C(F)(F)F)=O)N[C@@H]1CN(CC1)C1CCOCC1 (N-(2-oxo-2-{[(3S)-1-(tetrahydro-2H-pyran-4-yl)pyrrolidin-3-yl]amino}ethyl)-3-(trifluoromethyl)benzamide). Procedure: The title compound was synthesized in a similar fashion to N-(2-oxo-2-{[(3R)-1-(tetrahydro-2H-pyran-4-yl)pyrrolidin-3-yl]amino}ethyl)-3-(trifluoromethyl)benzamide, substituting (S)—N-(2-oxo-2-(pyrrolidin-3-ylamino)ethyl)-3-trifluoromethyl)benzamide for (R)—N-(2-oxo-2-(pyrrolidin-3-ylamino)ethyl)-3-(trifluoromethyl)benzamide 1H-NMR (CD3OD) δ: 1.69-1.77 (m, 2H), 2.01-2.09 (m, 3H), 2.39-2.46 (m, 1H), 3.24-3.44 (in 5H), 3.51-3.59 (m, 2H), 3.96-4.09 (m, 4H), 4.50-4.53 (m, 1H), 7.70 (t, J=7.9 Hz, 1H),... As a reaction SMILES: [O:1]=[C:2]([NH:17][C@@H:18]1[CH2:22][CH2:21][N:20]([CH:23]2[CH2:28][CH2:27][O:26][CH2:25][CH2:24]2)[CH2:19]1)[CH2:3][NH:4][C:5](=[O:16])[C:6]1[CH:11]=[CH:10][CH:9]=[C:8]([C:12]([F:15])([F:14])[F:13])[CH:7]=1.C(N)(=O)C1C=CC=CC=1.O=C(N[C@@H]1CCNC1)CNC(=O)C1C=CC=C(C(F)(F)F)C=1>>[O:1]=[C:2]([NH:17][C@H:18]1[CH2:22][CH2:21][N:20]([CH:23]2[CH2:24][CH2:25][O:26][CH2:27][CH2:28]2)[CH2:19]1)[CH2:3][NH:4][C:5](=[O:16])[C:6]1[CH:11]=[CH:10][CH:9]=[C:8]([C:12]([F:15])([F:14])[F:13])[CH:7]=1. Starting materials: S(=O)(Cl)Cl (Thionyl chloride), N[C@@H]1[C@@H](CCCC1)C(=O)O (cis-2-aminocyclohexanecarboxylic acid), CO (methanol). Reaction conditions: time 18 hour. Product: crude product, COC(=O)[C@H]1[C@H](CCCC1)N (cis-2-aminocyclohexanecarboxylic acid methyl ester). As a reaction SMILES: S(Cl)(Cl)=O.[NH2:5][C@H:6]1[CH2:11][CH2:10][CH2:9][CH2:8][C@H:7]1[C:12]([OH:14])=[O:13].[CH3:15]O>>[CH3:15][O:13][C:12]([C@@H:7]1[CH2:8][CH2:9][CH2:10][CH2:11][C@@H:6]1[NH2:5])=[O:14]. Procedure details: Thionyl chloride (5.48 g, 46.1 mmol) was added dropwise to a solution of cis-2-aminocyclohexanecarboxylic acid (2.0 g, 14.0 mmol) in methanol (50 mL) at 0° C. The mixture was allowed to warm to room temperature and stir for 18 h. The clear solution was then evaporated to dryness, and the residual volatiles were removed on high vacuum. The crude product, cis-2-aminocyclohexanecarboxylic acid methyl ester, was isolated in quantitative yield and used in the next reaction without purification: 1H NM... The reactants are BrC=1C(=NC=C(C1OCC1=CC=CC=C1)OCC1=CC=CC=C1)C(=O)O (3 -Bromo-4,5-bis(phenylmethoxy)-2-pyridinecarboxlic acid). The solvent is C1(=CC=CC=C1)SC (thioanisole), C(=O)(C(F)(F)F)O (TFA). The product is BrC1=C(NC=C(C1=O)O)C(=O)O (3-Bromo-1,4-dihydro-5-hydroxy-4-oxo-2-pyridinecarboxylic acid). RXN SMILES: [Br:1][C:2]1[C:3]([C:24]([OH:26])=[O:25])=[N:4][CH:5]=[C:6]([O:16]CC2C=CC=CC=2)[C:7]=1[O:8]CC1C=CC=CC=1>C1(SC)C=CC=CC=1.C(O)(C(F)(F)F)=O>[Br:1][C:2]1[C:7](=[O:8])[C:6]([OH:16])=[CH:5][NH:4][C:3]=1[C:24]([OH:26])=[O:25]. Reported procedure: 3.24 g of the title compound of Example 8 were stirred in a mixture of 20 ml thioanisole and 30 ml TFA at room temperature for 16 hours. The solvents were distilled off in vacuo and the residue stirred with 50 ml ice water at pH 5.5 (NaHCO3 were added). Solid title compound, beige crystals, were isolated by filtration after washing with water and drying over P2O5 ; yield: 2.2 g title compound. Title compound was also obtained by hydrogenation of the title compound of Example 8 in DMF, Pd/C (10%)...